From a dataset of the Open Reaction Database (ORD), a public repository of structured organic reaction records. describe an organic reaction: reactants, conditions, products, and yield The reactants are CI, C=C1CC(=O)CCC2=C(C)CCC12, [Cl-], [Mg], [NH4+]. Yields the product C=C1CC(C)(O)CCC2=C(C)CCC12. RXN SMILES: [CH3:17][I:18].[CH3:2][C:3]1=[C:12]2[CH:6]([CH2:5][CH2:4]1)[C:7](=[CH2:14])[CH2:8][C:9](=[O:13])[CH2:10][CH2:11]2.[Cl-:15].[Mg:1].[NH4+:16]>>[CH3:2][C:3]1=[C:12]2[CH:6]([CH2:5][CH2:4]1)[C:7](=[CH2:14])[CH2:8][C:9]([OH:13])([CH3:17])[CH2:10][CH2:11]2. As a reaction SMILES: Br[C:2]1[CH:7]=[CH:6][C:5]([O:8][CH3:9])=[CH:4][C:3]=1[CH2:10][O:11]COC.FC1C=CC2[B:23](O)[O:22]CC=2C=1>>[OH:22][B:23]1[C:2]2[CH:7]=[CH:6][C:5]([O:8][CH3:9])=[CH:4][C:3]=2[CH2:10][O:11]1. Procedure: This compound was made from 18g in the same manner as compound 19b: mp 102-104° C.; 1H NMR (300 MHz, DMSO-d6) δ (ppm) 3.77 (s,3H), 4.91 (s, 2H), 6.88 (d, J=8.1 Hz, 1H), 6.94 (s, 1H), 7.60 (d, J=8.1 Hz, 1H), 8.95 (s, 1H); ESI-MS m/z 163 (M−H)−; HPLC purity 100%; Anal (C8HgBO3) C, H. Product: OB1OCC2=C1C=CC(=C2)OC (1,3-Dihydro-1-hydroxy-5-methoxy-2,1-benzoxaborole). Starting materials: BrC1=C(C=C(C=C1)OC)COCOC (2-Bromo-5-methoxy-1-(methoxymethoxymethyl)benzene), FC=1C=CC2=C(COB2O)C1 (1,3-Dihydro-5-fluoro-1-hydroxy-2,1-benzoxaborole), C8HgBO3. Starting materials: C(=O)(O)C1=CC=C2NC(C(N(C2=C1)O)=O)=O.C(C1=CC=CC=C1)ON1C(C(NC2=CC=C(C=C12)C(=O)O)=O)=O (1-Benzyloxy-7-carboxyquinoxaline-2,3(1H,4H)-dione 7-Carboxy-1-hydroxyquinoxaline-2,3(1H,4H)-dione), C(C1=CC=CC=C1)Br (benzylbromide). The solvent is P(=O)(O)(O)[O-].[K+] (potassium dihydrogen phosphate), C(C)O (ethanol). Conditions: time 8 hour. Yields the product ON1C(C(NC2=CC=C(C=C12)C(NO)=O)=O)=O (1-Hydroxy-7-hydroxycarbamoylquinoxaline-2,3(1H,4H)-dione). The yield is 65.8%. RXN SMILES: [C:1]([C:4]1[CH:13]=[C:12]2[C:7]([NH:8][C:9](=[O:16])[C:10](=[O:15])[N:11]2[OH:14])=[CH:6][CH:5]=1)(O)=[O:2].C([O:24][N:25]1C2C(=CC=C(C(O)=O)C=2)NC(=O)C1=O)C1C=CC=CC=1.C(Br)C1C=CC=CC=1>P([O-])(O)(O)=O.[K+].C(O)C>[OH:14][N:11]1[C:12]2[C:7](=[CH:6][CH:5]=[C:4]([C:1](=[O:2])[NH:25][OH:24])[CH:13]=2)[NH:8][C:9](=[O:16])[C:10]1=[O:15] |f:0.1,3.4|. Procedure details: 1-Benzyloxy-7-carboxyquinoxaline-2,3(1H,4H)-dione 7-Carboxy-1-hydroxyquinoxaline-2,3(1H,4H)-dione (2.22 g, 10 mmol) was dissolved in a mixture of 50 ml of 1M potassium dihydrogen phosphate buffer (pH 7.4) and 25 ml of ethanol by gently heating. To the cooled mixture was added 1.19 ml (10 mmol) of benzylbromide and the mixture was stirred overnight at room temperature. The precipitate was isolated by filtration and washed with ethanol. The crude product was triturated with 4M hydrochloric acid an... As a reaction SMILES: [Br:40][N:41]1[C:42](=[O:43])[CH2:44][CH2:45][C:46]1=[O:47].[C:1]([CH3:2])([CH3:3])([CH3:4])[O:5][C:6]([N:7]([CH2:8][CH2:9][CH3:10])[n:11]1[c:12](=[O:38])[c:13]2[c:14]([F:37])[cH:15][cH:16][cH:17][c:18]2[c:19]([C:22]([NH:23][CH:24]([c:25]2[cH:26][c:27]([F:31])[cH:28][cH:29][cH:30]2)[CH:32]2[CH2:33][CH2:34][CH2:35]2)=[O:36])[c:20]1[CH3:21])=[O:39].[C:48]([O:49][O:50][C:51](=[O:52])[c:53]1[cH:54][cH:55][cH:56][cH:57][cH:58]1)(=[O:59])[c:60]1[cH:61][cH:62][cH:63][cH:64][cH:65]1.[C:66]([Cl:67])([Cl:68])([Cl:69])[Cl:70]>>[C:1]([CH3:2])([CH3:3])([CH3:4])[O:5][C:6]([N:7]([CH2:8][CH2:9][CH3:10])[n:11]1[c:12](=[O:38])[c:13]2[c:14]([F:37])[cH:15][cH:16][cH:17][c:18]2[c:19]([C:22]([NH:23][CH:24]([c:25]2[cH:26][c:27]([F:31])[cH:28][cH:29][cH:30]2)[CH:32]2[CH2:33][CH2:34][CH2:35]2)=[O:36])[c:20]1[CH2:21][Br:40])=[O:39]. Product: CCCN(C(=O)OC(C)(C)C)n1c(CBr)c(C(=O)NC(c2cccc(F)c2)C2CCC2)c2cccc(F)c2c1=O. The reactants are O=C1CCC(=O)N1Br, CCCN(C(=O)OC(C)(C)C)n1c(C)c(C(=O)NC(c2cccc(F)c2)C2CCC2)c2cccc(F)c2c1=O, O=C(OOC(=O)c1ccccc1)c1ccccc1, ClC(Cl)(Cl)Cl. Reactants: FC1=CC2=C(N(C=N2)[C@H]2[C@H](OC(C)=O)[C@H](OC(C)=O)[C@H](OC(C)=O)CO2)C=C1F (5,6-difluoro-1-(2,3,4-tri-O-acetyl-beta-D-ribopyranosyl)-1H-benzimidazole), BrN1C(CCC1=O)=O (N-bromosuccinimide). Run in O1CCCC1 (tetrahydrofuran). Product: BrC1=NC2=C(N1[C@H]1[C@H](OC(C)=O)[C@H](OC(C)=O)[C@H](OC(C)=O)CO1)C=C(C(=C2)F)F (2-Bromo-5,6-difluoro-1-(2,3,4-tri-O-acetyl-beta-D-ribopyranosyl)-1H-benzimidazole). Isolated yield 77.0%. As a reaction SMILES: [F:1][C:2]1[C:28]([F:29])=[CH:27][C:5]2[N:6]([C@@H:9]3[O:26][CH2:25][C@@H:20]([O:21][C:22](=[O:24])[CH3:23])[C@@H:15]([O:16][C:17](=[O:19])[CH3:18])[C@H:10]3[O:11][C:12](=[O:14])[CH3:13])[CH:7]=[N:8][C:4]=2[CH:3]=1.[Br:30]N1C(=O)CCC1=O>O1CCCC1>[Br:30][C:7]1[N:6]([C@@H:9]2[O:26][CH2:25][C@@H:20]([O:21][C:22](=[O:24])[CH3:23])[C@@H:15]([O:16][C:17](=[O:19])[CH3:18])[C@H:10]2[O:11][C:12](=[O:14])[CH3:13])[C:5]2[CH:27]=[C:28]([F:29])[C:2]([F:1])=[CH:3][C:4]=2[N:8]=1. Procedure details: The title compound was prepared according to General Procedure IV using 5,6-difluoro-1-(2,3,4-tri-O-acetyl-beta-D-ribopyranosyl)-1H-benzimidazole (1.1 g, 2.6 mmol), 60 ml tetrahydrofuran (Aldrich Sure Seal, Milwaukee), and a total of 2,8 g (16 mmol) of N-bromosuccinimide that was added in 3 ca. equivalent portions. The product from work-up by General Procedure IV was purified on a silica gel column (2.5×20 cm, 230-400 mesh) with hexanes and an increasing gradient from 5% to 20% ethyl acetate to ... Reported procedure: The title compound was prepared from (S)-6-(2-hydroxy-2-methylpropyl)-6-phenyl-3-((S)-1-(4-(4,4,5,5-tetramethyl-1,3,2-dioxaborolan-2-yl)phenyl)-ethyl)-1,3-oxazinan-2-one and 2-chloro-5-fluoropyrimidine a procedure analogous to that described in Example 1 Step 2. LC-MS Method 2 tR=1.327 min, m/z=391.9; 1H NMR (CDCl3) 1.11 (s, 3H), 1.18 (s, 3H), 1.52 (d, 3H), 2.20 (m, 4H), 2.38 (m, 1H), 2.85 (m, 1H), 5.72 (m, 1H), 7.08 (m, 2H), 7.20-7.40 (m, 5H), 8.12 (m, 2H), 8.61 (m, 2H) As a reaction SMILES: [OH:1][C:2]([CH3:35])([CH3:34])[CH2:3][C@@:4]1([C:28]2[CH:33]=[CH:32][CH:31]=[CH:30][CH:29]=2)[O:9][C:8](=[O:10])[N:7]([C@H:11]([C:13]2[CH:18]=[CH:17][C:16](B3OC(C)(C)C(C)(C)O3)=[CH:15][CH:14]=2)[CH3:12])[CH2:6][CH2:5]1.Cl[C:37]1[N:42]=[CH:41][C:40]([F:43])=[CH:39][N:38]=1>>[F:43][C:40]1[CH:39]=[N:38][C:37]([C:16]2[CH:17]=[CH:18][C:13]([C@@H:11]([N:7]3[CH2:6][CH2:5][C@:4]([CH2:3][C:2]([OH:1])([CH3:34])[CH3:35])([C:28]4[CH:33]=[CH:32][CH:31]=[CH:30][CH:29]=4)[O:9][C:8]3=[O:10])[CH3:12])=[CH:14][CH:15]=2)=[N:42][CH:41]=1. Product: FC=1C=NC(=NC1)C1=CC=C(C=C1)[C@H](C)N1C(O[C@](CC1)(C1=CC=CC=C1)CC(C)(C)O)=O ((S)-3-((S)-1-(4-(5-fluoropyrimidin-2-yl)phenyl)ethyl)-6-(2-hydroxy-2-methylpropyl)-6-phenyl-1,3-oxazinan-2-one). The reactants are OC(C[C@@]1(CCN(C(O1)=O)[C@@H](C)C1=CC=C(C=C1)B1OC(C(O1)(C)C)(C)C)C1=CC=CC=C1)(C)C ((S)-6-(2-hydroxy-2-methylpropyl)-6-phenyl-3-((S)-1-(4-(4,4,5,5-tetramethyl-1,3,2-dioxaborolan-2-yl)phenyl)-ethyl)-1,3-oxazinan-2-one), ClC1=NC=C(C=N1)F (2-chloro-5-fluoropyrimidine).